describe an organic reaction: reactants, conditions, products, and yield From a dataset of the Open Reaction Database (ORD), a public repository of structured organic reaction records. Starting materials: CO, C[O-], Cc1nc(Cl)c2c(n1)CN=C(c1ccccc1)c1cc(Cl)ccc1-2, [Na+], C1CCOC1. Yields the product COc1nc(C)nc2c1-c1ccc(Cl)cc1C(c1ccccc1)=NC2. Reaction SMILES: [CH3:25][OH:26].[CH3:27][O-:28].[Cl:1][c:2]1[n:3][c:4]([CH3:24])[n:5][c:6]2[c:12]1-[c:11]1[c:10]([cH:16][c:15]([Cl:17])[cH:14][cH:13]1)[C:9]([c:18]1[cH:19][cH:20][cH:21][cH:22][cH:23]1)=[N:8][CH2:7]2.[Na+:29].[O:30]1[CH2:31][CH2:32][CH2:33][CH2:34]1>>[c:2]1([O:26][CH3:25])[n:3][c:4]([CH3:24])[n:5][c:6]2[c:12]1-[c:11]1[c:10]([cH:16][c:15]([Cl:17])[cH:14][cH:13]1)[C:9]([c:18]1[cH:19][cH:20][cH:21][cH:22][cH:23]1)=[N:8][CH2:7]2. Reactants: of(E)-2-fluoro-3-(5,5,8,8-tetramethyl-3-propoxy-5,6,7,8-tetrahydro-naphthalen-2-yl)-but-2-enoic acid ethyl ester, C(C)OC(/C(=C(/C)\C1=CC=2C(CCC(C2C=C1OCCC)(C)C)(C)C)/F)=O ((E)-2-Fluoro-3-(5,5,8,8-tetramethyl-3-propoxy-5,6,7,8-tetrahydro-naphthalen-2-yl)-but-2-enoic acid ethyl ester), CC(C)C[AlH]CC(C)C (DIBAL-H). The solvent is C1CCOC1 (THF). Conditions: temperature -78 celsius, time 3 hour. Product: F\C(\CO)=C(/CC)\C1=CC=2C(CCC(C2C=C1OCCC)(C)C)(C)C ((E)-2-Fluoro-3-(5,5,8,8-tetramethyl-3-propoxy-5,6,7,8-tetrahydro-naphthalen-2-yl)-pent-2-en-1-ol). Isolated yield 45.0%. As a reaction SMILES: C(O[C:4](=[O:27])/[C:5](/[F:26])=[C:6](\[C:8]1[C:17]([O:18][CH2:19][CH2:20][CH3:21])=[CH:16][C:15]2[C:14]([CH3:23])([CH3:22])[CH2:13][CH2:12][C:11]([CH3:25])([CH3:24])[C:10]=2[CH:9]=1)/[CH3:7])C.[CH3:28]C(C[AlH]CC(C)C)C>C1COCC1>[F:26]/[C:5](=[C:6](/[C:8]1[C:17]([O:18][CH2:19][CH2:20][CH3:21])=[CH:16][C:15]2[C:14]([CH3:23])([CH3:22])[CH2:13][CH2:12][C:11]([CH3:25])([CH3:24])[C:10]=2[CH:9]=1)\[CH2:7][CH3:28])/[CH2:4][OH:27]. Reported procedure: To a solution of(E)-2-fluoro-3-(5,5,8,8-tetramethyl-3-propoxy-5,6,7,8-tetrahydro-naphthalen-2-yl)-but-2-enoic acid ethyl ester (Intermediate 6, 2.2 g, 5.85 mmol) in THF (50 mL) at −78° C. was added DIBAL-H (23.4 mL, 1.0 M in CH2Cl2, 23.4 mmol) over 10 min. After stirring at −78° C. for 3 h, the reaction was quenched with aqueous NH4Cl followed by 1M HCl and was extracted with Et2O (×3). The combined organic layer was washed with brine, dried over Na2SO4, and concentrated in vacuo. The residue wa...